This data is from the Open Reaction Database (ORD), a public repository of structured organic reaction records. The task is: describe an organic reaction: reactants, conditions, products, and yield Reactants: CN=C=O, ClC(Cl)Cl, Nc1ccc(C(=O)O)cc1. Product: CNC(=O)Nc1ccc(C(=O)O)cc1. Reaction SMILES: [CH3:11][N:12]=[C:13]=[O:14].[CH:15]([Cl:16])([Cl:17])[Cl:18].[NH2:1][c:2]1[cH:3][cH:4][c:5]([C:8]([OH:9])=[O:10])[cH:6][cH:7]1>>[NH:1]([c:2]1[cH:3][cH:4][c:5]([C:8]([OH:9])=[O:10])[cH:6][cH:7]1)[C:13]([NH:12][CH3:11])=[O:14]. Reactants: FC(C(=O)O)(F)F (Trifluoroacetic acid), CC1=C(OC=2C3=C(N=C(N2)Cl)N=NN3)C(=CC(=C1)C1=CC=NC=C1)C (7-(2,6-dimethyl-4-(pyridin-4-yl)phenoxy)-5-chloro-1H-[1,2,3]triazolo[4,5-d]pyrimidine), NC1=CC=C(C#N)C=C1 (4-aminobenzonitrile), FC(CO)(F)F (2,2,2-trifluoroethanol). Conditions: temperature 90 celsius. Yields the product CC1=C(OC=2C3=C(N=C(N2)NC2=CC=C(C#N)C=C2)N=NN3)C(=CC(=C1)C1=CC=NC=C1)C (4-(7-(2,6-dimethyl-4-(pyridin-4-yl)phenoxy)-1H-[1,2,3]triazolo[4,5-d]pyrimidin-5-ylamino)benzonitrile). RXN SMILES: FC(F)(F)C(O)=O.[CH3:8][C:9]1[CH:25]=[C:24]([C:26]2[CH:31]=[CH:30][N:29]=[CH:28][CH:27]=2)[CH:23]=[C:22]([CH3:32])[C:10]=1[O:11][C:12]1[C:13]2[NH:21][N:20]=[N:19][C:14]=2[N:15]=[C:16](Cl)[N:17]=1.[NH2:33][C:34]1[CH:41]=[CH:40][C:37]([C:38]#[N:39])=[CH:36][CH:35]=1.FC(F)(F)CO>>[CH3:8][C:9]1[CH:25]=[C:24]([C:26]2[CH:31]=[CH:30][N:29]=[CH:28][CH:27]=2)[CH:23]=[C:22]([CH3:32])[C:10]=1[O:11][C:12]1[C:13]2[NH:21][N:20]=[N:19][C:14]=2[N:15]=[C:16]([NH:33][C:34]2[CH:41]=[CH:40][C:37]([C:38]#[N:39])=[CH:36][CH:35]=2)[N:17]=1. Procedure details: Trifluoroacetic acid (8 eq) is added to a suspension of 7-(2,6-dimethyl-4-(pyridin-4-yl)phenoxy)-5-chloro-1H-[1,2,3]triazolo[4,5-d]pyrimidine (1 eq) and 4-aminobenzonitrile (4 eq) in 2,2,2-trifluoroethanol (1 ml/0.1 mmol) in a sealed tube. The resulting mixture is heated at 90° C. for 3 days. The reaction is cooled to room temperature, concentrated to dryness and purified by silica gel chromatography. The reactants are Cc1ccccc1, CCOC(C)=O, CC(C)c1c(C(=O)NCc2ccc(F)c(F)c2)c2cc(F)c(N)cc2n1Cc1ccccc1, O=C1CCCN1, O=P(Cl)(Cl)Cl. RXN SMILES: [CH3:45][c:46]1[cH:47][cH:48][cH:49][cH:50][cH:51]1.[CH3:52][CH2:53][O:54][C:55]([CH3:56])=[O:57].[NH2:12][c:13]1[c:14]([F:44])[cH:15][c:16]2[c:17]([C:32](=[O:33])[NH:34][CH2:35][c:36]3[cH:37][c:38]([F:43])[c:39]([F:42])[cH:40][cH:41]3)[c:18]([CH:29]([CH3:30])[CH3:31])[n:19]([CH2:22][c:23]3[cH:24][cH:25][cH:26][cH:27][cH:28]3)[c:20]2[cH:21]1.[NH:1]1[C:2](=[O:6])[CH2:3][CH2:4][CH2:5]1.[P:7]([Cl:8])([Cl:9])([Cl:10])=[O:11]>>[N:1]1=[C:2]([NH:12][c:13]2[c:14]([F:44])[cH:15][c:16]3[c:17]([C:32](=[O:33])[NH:34][CH2:35][c:36]4[cH:37][c:38]([F:43])[c:39]([F:42])[cH:40][cH:41]4)[c:18]([CH:29]([CH3:30])[CH3:31])[n:19]([CH2:22][c:23]4[cH:24][cH:25][cH:26][cH:27][cH:28]4)[c:20]3[cH:21]2)[CH2:3][CH2:4][CH2:5]1. Product: CC(C)c1c(C(=O)NCc2ccc(F)c(F)c2)c2cc(F)c(NC3=NCCC3)cc2n1Cc1ccccc1. The reactants are CCOC(=O)CC(=O)c1ccccc1, CCOC(=O)c1ccc(N)cc1, C1CCCCC1. Yields the product CCOC(=O)CC(=Nc1ccc(C(=O)OCC)cc1)c1ccccc1. RXN SMILES: [CH2:13]([CH3:14])[O:15][C:16]([CH2:17][C:18]([c:19]1[cH:20][cH:21][cH:22][cH:23][cH:24]1)=[O:25])=[O:26].[CH2:1]([CH3:2])[O:3][C:4]([c:5]1[cH:6][cH:7][c:8]([NH2:11])[cH:9][cH:10]1)=[O:12].[CH2:27]1[CH2:28][CH2:29][CH2:30][CH2:31][CH2:32]1>>[CH2:1]([CH3:2])[O:3][C:4]([c:5]1[cH:6][cH:7][c:8]([N:11]=[C:18]([CH2:17][C:16]([O:15][CH2:13][CH3:14])=[O:26])[c:19]2[cH:20][cH:21][cH:22][cH:23][cH:24]2)[cH:9][cH:10]1)=[O:12]. The reactants are NC=1C=C2C(=CNC2=CC1)C1CCN(CC1)C (5-amino-3-(1-methylpiperidin-4-yl)-1H-indole), FC=1C=C(C(=O)O)C=CC1 (3-fluorobenzoic acid). The product is FC=1C=C(C(=O)NC=2C=C3C(=CNC3=CC2)C2CCN(CC2)C)C=CC1 (5-(3-fluorobenzoyl)amino-3-(1-methylpiperidin-4-yl)-1H-indole). Yield: 67.2%. Reaction SMILES: [NH2:1][C:2]1[CH:3]=[C:4]2[C:8](=[CH:9][CH:10]=1)[NH:7][CH:6]=[C:5]2[CH:11]1[CH2:16][CH2:15][N:14]([CH3:17])[CH2:13][CH2:12]1.[F:18][C:19]1[CH:20]=[C:21]([CH:25]=[CH:26][CH:27]=1)[C:22](O)=[O:23]>>[F:18][C:19]1[CH:20]=[C:21]([CH:25]=[CH:26][CH:27]=1)[C:22]([NH:1][C:2]1[CH:3]=[C:4]2[C:8](=[CH:9][CH:10]=1)[NH:7][CH:6]=[C:5]2[CH:11]1[CH2:16][CH2:15][N:14]([CH3:17])[CH2:13][CH2:12]1)=[O:23]. Procedure: Beginning with 12.0 mg (0.05 mMol) 5-amino-3-(1-methylpiperidin-4-yl)-1H-indole and 21.0 mg (0.15 mMol) 3-fluorobenzoic acid, 11.8 mg (67%) of the title compound were recovered. The reactants are C1=CCCCC1, ClCCl, CCOC(=O)c1cc(OC)c(OCCOC)cc1[N+](=O)[O-], CO. The product is CCOC(=O)c1cc(OC)c(OCCOC)cc1N. RXN SMILES: [CH2:22]1[CH2:23][CH:24]=[CH:25][CH2:26][CH2:27]1.[CH2:30]([Cl:31])[Cl:32].[CH3:1][O:2][c:3]1[c:4]([O:17][CH2:18][CH2:19][O:20][CH3:21])[cH:5][c:6]([N+:14]([O-:15])=[O:16])[c:7]([C:8](=[O:9])[O:10][CH2:11][CH3:12])[cH:13]1.[CH3:28][OH:29]>>[CH3:1][O:2][c:3]1[c:4]([O:17][CH2:18][CH2:19][O:20][CH3:21])[cH:5][c:6]([NH2:14])[c:7]([C:8](=[O:9])[O:10][CH2:11][CH3:12])[cH:13]1. Reactants: FC(C=1C=C(C=CC1)C(C#N)N1CCOCC1)(F)F (α-(m-trifluoromethylphenyl)-4-morpholineacetonitrile), C(C(=C)C)#N (methacrylonitrile), O1CCCC1 (tetrahydrofuran), [OH-].[K+] (potassium hydroxide), C(C)O (ethanol). Reaction conditions: time 8 hour. The product is CC(C(=O)O)CC(C1=CC(=CC=C1)C(F)(F)F)=O (2-Methyl-3-(m-trifluoromethylbenzoyl)propionic acid). Reaction SMILES: [F:1][C:2]([F:19])([F:18])[C:3]1[CH:4]=[C:5]([CH:9](N2CCOCC2)[C:10]#N)[CH:6]=[CH:7][CH:8]=1.[O:20]1C[CH2:23][CH2:22][CH2:21]1.[OH-:25].[K+].C(#N)C(C)=C.C([OH:34])C>>[CH3:23][CH:22]([CH2:10][C:9](=[O:34])[C:5]1[CH:6]=[CH:7][CH:8]=[C:3]([C:2]([F:1])([F:18])[F:19])[CH:4]=1)[C:21]([OH:20])=[O:25] |f:2.3|. Procedure: To a solution of 60.0 g. of α-(m-trifluoromethylphenyl)-4-morpholineacetonitrile in 200 ml. of tetrahydrofuran is added 10 ml. of 30% potassium hydroxide in ethanol, followed by the rapid addition of 22.0 ml. of methacrylonitrile (exothermic). The mixture is stirred at room temperature overnight and the solvent is removed. To the residue is added 200 ml. of acetic acid and 20 ml. of water and this mixture is refluxed for 2 hours. The solvent is removed in vacuo and 200 ml. of 6 N hydrochloric ac... Starting materials: CCOC(OCC)OCC, CCO, C=CC=O, Cc1ccc(S(=O)(=O)O)cc1. Product: C=CC(OCC)OCC. As a reaction SMILES: [CH2:5]([O:6][CH:8]([O:9][CH2:10][CH3:11])[O:12][CH2:13][CH3:14])[CH3:7].[CH3:26][CH2:27][OH:28].[CH:1]([CH:3]=[CH2:2])=[O:4].[c:15]1([CH3:16])[cH:17][cH:18][c:19]([S:20]([OH:21])(=[O:22])=[O:23])[cH:24][cH:25]1>>[CH:1](=[CH2:3])[CH:8]([O:9][CH2:10][CH3:11])[O:12][CH2:13][CH3:14]. The reactants are C1(=CC=CC=C1)OC (anisole), C(C)(=O)OC(C)=O (acetic anhydride). Yields the product COC1=CC=C(C=C1)C(C)=O (p-methoxyacetophenone). RXN SMILES: [C:1]1([O:7][CH3:8])[CH:6]=[CH:5][CH:4]=[CH:3][CH:2]=1.[C:9](OC(=O)C)(=[O:11])[CH3:10]>>[CH3:8][O:7][C:1]1[CH:6]=[CH:5][C:4]([C:9](=[O:11])[CH3:10])=[CH:3][CH:2]=1. Procedure details: The reaction between anisole and acetic anhydride was performed in substantially the same manner as in Example 49, except that each of the compounds as synthesized in Examples 42 and 43 was individually used as the Lewis acid catalyst. The yields of the reaction product (i.e., p-methoxyacetophenone) are shown in Table 2.